The task is: describe an organic reaction: reactants, conditions, products, and yield. This data is from the Open Reaction Database (ORD), a public repository of structured organic reaction records. Reactants: CCOC(=O)CCc1cc2cc(OCOC)ccc2s1, CCO, Cl. Product: CCOC(=O)CCc1cc2cc(O)ccc2s1. RXN SMILES: [CH3:1][O:2][CH2:3][O:4][c:5]1[cH:6][cH:7][c:8]2[c:9]([cH:10][c:11]([CH2:13][CH2:14][C:15](=[O:16])[O:17][CH2:18][CH3:19])[s:12]2)[cH:20]1.[CH3:21][CH2:22][OH:23].[ClH:24]>>[OH:4][c:5]1[cH:6][cH:7][c:8]2[c:9]([cH:10][c:11]([CH2:13][CH2:14][C:15](=[O:16])[O:17][CH2:18][CH3:19])[s:12]2)[cH:20]1. Reactants: O=C([O-])[O-], CN(C)C=O, CC1CN(C(=O)CCl)C(C)CN1Cc1ccc(F)cc1, O=C1c2ccccc2C(=O)N1Cc1cc(Cl)ccc1O, [I-], [K+], [K+], [K+], O. The product is CC1CN(C(=O)COc2ccc(Cl)cc2CN2C(=O)c3ccccc3C2=O)C(C)CN1Cc1ccc(F)cc1. Reaction SMILES: [C:43](=[O:44])([O-:45])[O-:46].[CH3:49][N:50]([CH3:51])[CH:52]=[O:53].[Cl:1][CH2:2][C:3](=[O:4])[N:5]1[CH:6]([CH3:20])[CH2:7][N:8]([CH2:12][c:13]2[cH:14][cH:15][c:16]([F:19])[cH:17][cH:18]2)[CH:9]([CH3:11])[CH2:10]1.[Cl:23][c:24]1[cH:25][cH:26][c:27]([OH:42])[c:28]([CH2:29][N:30]2[C:31](=[O:40])[c:32]3[cH:33][cH:34][cH:35][cH:36][c:37]3[C:38]2=[O:39])[cH:41]1.[I-:22].[K+:21].[K+:47].[K+:48].[OH2:54]>>[CH2:2]([C:3](=[O:4])[N:5]1[CH:6]([CH3:20])[CH2:7][N:8]([CH2:12][c:13]2[cH:14][cH:15][c:16]([F:19])[cH:17][cH:18]2)[CH:9]([CH3:11])[CH2:10]1)[O:42][c:27]1[cH:26][cH:25][c:24]([Cl:23])[cH:41][c:28]1[CH2:29][N:30]1[C:31](=[O:40])[c:32]2[cH:33][cH:34][cH:35][cH:36][c:37]2[C:38]1=[O:39]. Reactants: C(C)(C)(CC)C=1C=C(CP2(OC(CO2)C)=O)C=C(C1O)C(C)(C)CC (1-(3,5-di-tert-amyl-4-hydroxybenzyl)-3-methyl-1-oxo-2,5-dioxa-1-phosphacyclopentane), C(C)(C)(C)C=1C=C(CP(OC2=CC=CC=C2)(OC2=CC=CC=C2)=O)C=C(C1O)C(C)(C)C (diphenyl 3,5-di-tert-butyl-4-hydroxybenzylphosphonate), CC(CO)(CO)C (2,2-dimethyl-1,3-propanediol), C(C)(C)(CC)C=1C=C(CP(OC2=CC=CC=C2)(OC2=CC=CC=C2)=O)C=C(C1O)C(C)(C)CC (diphenyl 3,5-di-tert-amyl-4-hydroxybenzylphosphonate). Yields the product C(C)(C)(C)C=1C=C(CP2(OCCO2)=O)C=C(C1O)C(C)(C)C (1(3,5-di-tert.-butyl-4-hydroxybenzyl)-1-oxo-2,5-dioxa-1-phosphacyclopentane). As a reaction SMILES: [C:1]([C:6]1[CH:7]=[C:8]([CH:17]=[C:18]([C:21]([CH2:24]C)([CH3:23])[CH3:22])[C:19]=1[OH:20])[CH2:9][P:10]1(=[O:16])[O:14][CH2:13][CH:12](C)[O:11]1)([CH2:4]C)([CH3:3])[CH3:2].CC(C)(CO)CO.C(C1C=C(C=C(C(CC)(C)C)C=1O)CP(=O)(OC1C=CC=CC=1)OC1C=CC=CC=1)(CC)(C)C.C(C1C=C(C=C(C(C)(C)C)C=1O)CP(=O)(OC1C=CC=CC=1)OC1C=CC=CC=1)(C)(C)C>>[C:21]([C:18]1[CH:17]=[C:8]([CH:7]=[C:6]([C:1]([CH3:4])([CH3:3])[CH3:2])[C:19]=1[OH:20])[CH2:9][P:10]1(=[O:16])[O:11][CH2:12][CH2:13][O:14]1)([CH3:24])([CH3:23])[CH3:22]. Reported procedure: Similarly, 1-(3,5-di-tert-amyl-4-hydroxybenzyl)-3-methyl-1-oxo-2,5-dioxa-1-phosphacyclopentane is made by substituting 1,2-propanediol for 2,2-dimethyl-1,3-propanediol and diphenyl 3,5-di-tert-amyl-4-hydroxybenzylphosphonate for diphenyl 3,5-di-tert-butyl-4-hydroxybenzylphosphonate in Example 2. The reactants are C1(=CC=CC=C1)NC1=CC=C(N=N1)C1=CC=C(C=C1)O (4-(6-Phenylamino-pyridazin-3-yl)-phenol), ClC1=CC=NC2=CC(=C(C=C12)OC)OC (4-chloro-6,7-dimethoxy-quinoline), Cu, [OH-].[Na+] (NaOH). Solvent: CN(C)C=O.N1=CC=CC=C1 (DMF pyridine), CCOC(=O)C (EtOAc). Run at temperature 120 celsius. The product is COC=1C=C2C(=CC=NC2=CC1OC)OC1=CC=C(C=C1)C1=CC=C(N=N1)NC1=CC=CC=C1 ({6-[4-(6,7-Dimethoxy-quinolin-4-yloxy)-phenyl]-pyridazin-3-yl}-phenyl-amine). RXN SMILES: [C:1]1([NH:7][C:8]2[N:13]=[N:12][C:11]([C:14]3[CH:19]=[CH:18][C:17]([OH:20])=[CH:16][CH:15]=3)=[CH:10][CH:9]=2)[CH:6]=[CH:5][CH:4]=[CH:3][CH:2]=1.Cl[C:22]1[C:31]2[C:26](=[CH:27][C:28]([O:34][CH3:35])=[C:29]([O:32][CH3:33])[CH:30]=2)[N:25]=[CH:24][CH:23]=1.[OH-].[Na+]>CN(C=O)C.N1C=CC=CC=1.CCOC(C)=O>[CH3:33][O:32][C:29]1[CH:30]=[C:31]2[C:26](=[CH:27][C:28]=1[O:34][CH3:35])[N:25]=[CH:24][CH:23]=[C:22]2[O:20][C:17]1[CH:16]=[CH:15][C:14]([C:11]2[N:12]=[N:13][C:8]([NH:7][C:1]3[CH:2]=[CH:3][CH:4]=[CH:5][CH:6]=3)=[CH:9][CH:10]=2)=[CH:19][CH:18]=1 |f:2.3,4.5|. Reported procedure: A mixture of 4-(6-phenylamino-pyridazin-3-yl)-phenol (Step 3, 0.25 g, 0.95 mmol), 4-chloro-6,7-dimethoxy-quinoline (0.212 g, 0.95 mmol), Cu powder 0.1 g) and NaOH pellet (0.1 g) in DMF/pyridine (1.5 mL/1.5 mL) was heated in a microwave (CEM Discover, 60 W, 120° C., ramp 12 min, hold 18 min). The reaction mixture was then diluted with 50 mL of EtOAc and washed with 20 mL of water followed by brine (20 mL). The organic phase was dried over Na2SO4 and concentrated in vacuo. The crude product was pu... Starting materials: C(C1=CC=CC=C1)N1C(N(CC1)C=1SC(=C(N1)C)C(=O)O)=O (2-(3-benzyl-2-oxoimidazolidin-1-yl)-4-methylthiazole-5-carboxylic acid), CC=1N=C(SC1C(=O)O)N1C(N(CC1)CCC1=CC=CC=C1)=O (4-methyl-2-(2-oxo-3-phenethylimidazolidin-1-yl)thiazole-5-carboxylic acid), C(C1=CC=CC=C1)N (benzylamine). Product: C(C1=CC=CC=C1)NC(=O)C1=C(N=C(S1)N1C(N(CC1)CCC1=CC=CC=C1)=O)C (N-benzyl-4-methyl-2-(2-oxo-3-phenethylimidazolidin-1-yl)thiazole-5-carboxamide). The yield is 26.0%. As a reaction SMILES: [CH2:1]([N:8]1CCN(C2SC(C(O)=O)=C(C)N=2)C1=O)[C:2]1[CH:7]=[CH:6][CH:5]=[CH:4][CH:3]=1.[CH3:23][C:24]1[N:25]=[C:26]([N:32]2[CH2:36][CH2:35][N:34]([CH2:37][CH2:38][C:39]3[CH:44]=[CH:43][CH:42]=[CH:41][CH:40]=3)[C:33]2=[O:45])[S:27][C:28]=1[C:29]([OH:31])=O.C(N)C1C=CC=CC=1>>[CH2:1]([NH:8][C:29]([C:28]1[S:27][C:26]([N:32]2[CH2:36][CH2:35][N:34]([CH2:37][CH2:38][C:39]3[CH:44]=[CH:43][CH:42]=[CH:41][CH:40]=3)[C:33]2=[O:45])=[N:25][C:24]=1[CH3:23])=[O:31])[C:2]1[CH:7]=[CH:6][CH:5]=[CH:4][CH:3]=1. Procedure details: Following the procedure as describe in Example 9, making variations as required to replace 2-(3-benzyl-2-oxoimidazolidin-1-yl)-4-methylthiazole-5-carboxylic acid with 4-methyl-2-(2-oxo-3-phenethylimidazolidin-1-yl)thiazole-5-carboxylic acid to react with benzylamine, the title compound was obtained as a white powder in 26% yield: mp 156-157° C.; 1H NMR (300 MHz, CDCl3) δ 7.36-7.18 (m, 10H), 5.93 (s, 1H), 4.54 (d, J=5.7 Hz, 2H), 3.99 (t, J=7.8 Hz, 2H), 3.54 (t, J=7.2 Hz, 2H), 3.41 (t, J=7.8 Hz, 2...